Dataset: the Open Reaction Database (ORD), a public repository of structured organic reaction records. Task: describe an organic reaction: reactants, conditions, products, and yield The product is C(C=C)C=1C=C(C=CC1O)C1=CC=CC=C1 (3-Allyl-biphenyl-4-ol). Procedure details: A solution of 4-allyloxy-biphenyl 65 (5.03 g, 23.9 mmol) in 20 ml of dimethylaniline was heated at 170° C. for 5 hr. The mixture was diluted with 250 ml diethyl ether and washed with 1M HCl solution. The ether phase was washed with brine, dried and concentrated to give a brown solid. The crude product was recrystallized from cyclohexane to give 2.69 g 3-allyl-biphenyl-4-ol 66. The mother liquor was concentrated and chromatographed (7% ethyl acetate/hexane) to give an additional 2.13 g of 2-allyl... As a reaction SMILES: C([O:4][C:5]1[CH:10]=[CH:9][C:8]([C:11]2[CH:16]=[CH:15][CH:14]=[CH:13][CH:12]=2)=[CH:7][CH:6]=1)C=C.CN(C)[C:19]1[CH:24]=CC=C[CH:20]=1>C(OCC)C>[CH2:24]([C:10]1[CH:9]=[C:8]([C:11]2[CH:12]=[CH:13][CH:14]=[CH:15][CH:16]=2)[CH:7]=[CH:6][C:5]=1[OH:4])[CH:19]=[CH2:20]. Reactants: C(C=C)OC1=CC=C(C=C1)C1=CC=CC=C1 (4-Allyloxy-biphenyl), CN(C1=CC=CC=C1)C (dimethylaniline). The solvent is C(C)OCC (diethyl ether).